Dataset: the Open Reaction Database (ORD), a public repository of structured organic reaction records. Task: describe an organic reaction: reactants, conditions, products, and yield The reactants are IC=1C=C(C=CC1)O (3-Iodophenol), [H-].[Na+] (NaH), [H][H] (hydrogen), C1COCCOCCOCCOCCO1 (15-crown-5), BrCC(OC)OC (2-bromo-1,1-dimethoxyethane). The solvent is O (water), CN(C)C=O (DMF). Conditions: temperature 130 celsius. Product: COC(COC1=CC(=CC=C1)I)OC (1-(2,2-Dimethoxyethoxy)-3-iodobenzene). Yield: 84.9%. RXN SMILES: [I:1][C:2]1[CH:3]=[C:4]([OH:8])[CH:5]=[CH:6][CH:7]=1.[H-].[Na+].[H][H].C1OCCOCCOCCOCCOC1.Br[CH2:29][CH:30]([O:33][CH3:34])[O:31][CH3:32]>CN(C=O)C.O>[CH3:32][O:31][CH:30]([O:33][CH3:34])[CH2:29][O:8][C:4]1[CH:5]=[CH:6][CH:7]=[C:2]([I:1])[CH:3]=1 |f:1.2|. Procedure: 3-Iodophenol (5.35 g, 24.3 mmol) was added to a suspension of NaH (1.46 g, 36.5 mmol, 60% in mineral oil) in anhydrous DMF (30 mL) at 0° C. After hydrogen evolution had ceased, 15-crown-5 (0.535 g, 2.43 mmol) and 2-bromo-1,1-dimethoxyethane (7.1 g, 42 mmol) were added. The resulting mixture was heated at 130° C. for 3 h, cooled to room temperature, poured into water (200 mL), and extracted with Et2O (3×150 mL). The combined organic layers were washed with water (100 mL) and brine (100 mL), dried... Reactants: O=C([O-])CC(O)(CC(=O)[O-])C(=O)[O-], CS(=O)(=O)c1ccccc1C1CCNCC1, CN(CC(CC=O)c1ccc(Cl)c(Cl)c1)C(=O)c1cc(C#N)cc2ccccc12. The product is O=C(O)CC(O)(CC(=O)O)C(=O)O, CN(CC(CCN1CCC(c2ccccc2S(C)(=O)=O)CC1)c1ccc(Cl)c(Cl)c1)C(=O)c1cc(C#N)cc2ccccc12. As a reaction SMILES: [C:46]([CH2:47][C:48]([OH:49])([C:50](=[O:51])[O-:52])[CH2:53][C:54](=[O:55])[O-:56])(=[O:57])[O-:58].[CH3:1][S:2](=[O:3])(=[O:4])[c:5]1[c:6]([CH:11]2[CH2:12][CH2:13][NH:14][CH2:15][CH2:16]2)[cH:7][cH:8][cH:9][cH:10]1.[Cl:17][c:18]1[cH:19][c:20]([CH:25]([CH2:26][N:27]([C:28](=[O:29])[c:30]2[cH:31][c:32]([C:40]#[N:41])[cH:33][c:34]3[cH:35][cH:36][cH:37][cH:38][c:39]23)[CH3:42])[CH2:43][CH:44]=[O:45])[cH:21][cH:22][c:23]1[Cl:24]>>[C:46]([CH2:47][C:48]([OH:49])([C:50](=[O:51])[OH:52])[CH2:53][C:54](=[O:55])[OH:56])(=[O:57])[OH:58].[CH3:1][S:2](=[O:3])(=[O:4])[c:5]1[c:6]([CH:11]2[CH2:12][CH2:13][N:14]([CH2:44][CH2:43][CH:25]([c:20]3[cH:19][c:18]([Cl:17])[c:23]([Cl:24])[cH:22][cH:21]3)[CH2:26][N:27]([C:28](=[O:29])[c:30]3[cH:31][c:32]([C:40]#[N:41])[cH:33][c:34]4[cH:35][cH:36][cH:37][cH:38][c:39]34)[CH3:42])[CH2:15][CH2:16]2)[cH:7][cH:8][cH:9][cH:10]1.